From a dataset of the Open Reaction Database (ORD), a public repository of structured organic reaction records. describe an organic reaction: reactants, conditions, products, and yield The reactants are C(C=C)C1=C(C=CC=C1C(F)(F)F)O (2-allyl-3-trifluoromethyl-phenol), [H][H] (hydrogen). Reagents/catalysts: [Pd] (Pd/C). Run in CO (methanol), CCOC(=O)C (EtOAc). Yields the product C(CC)C1=C(C=CC=C1C(F)(F)F)O (2-propyl-3-trifluoromethyl-phenol). The yield is 87.0%. Reaction SMILES: [CH2:1]([C:4]1[C:9]([C:10]([F:13])([F:12])[F:11])=[CH:8][CH:7]=[CH:6][C:5]=1[OH:14])[CH:2]=[CH2:3].[H][H]>CO.CCOC(C)=O.[Pd]>[CH2:1]([C:4]1[C:9]([C:10]([F:12])([F:13])[F:11])=[CH:8][CH:7]=[CH:6][C:5]=1[OH:14])[CH2:2][CH3:3]. Procedure: A mixture of 2-allyl-3-trifluoromethyl-phenol and 10% Pd/C (20 mg) in methanol (4 ml) was hydrogenated under 50 psi hydrogen atmosphere for 1 hour. The mixture was dissolved in EtOAc, filtered through a celite pad. The filtrate was concentrated under reduced pressure, and dried to give 2-propyl-3-trifluoromethyl-phenol (53 mg, 87%). The reactants are CN(C)P(=O)(N(C)C)N(C)C, O=C1C(=O)C(Cl)=C(Cl)C(Cl)=C1Cl, O=[N+]([O-])c1cc([N+](=O)[O-])c(CCc2c([N+](=O)[O-])cc([N+](=O)[O-])cc2[N+](=O)[O-])c([N+](=O)[O-])c1, O. Yields the product O=[N+]([O-])c1cc([N+](=O)[O-])c(C=Cc2c([N+](=O)[O-])cc([N+](=O)[O-])cc2[N+](=O)[O-])c([N+](=O)[O-])c1. Reaction SMILES: [CH3:45][N:46]([CH3:47])[P:48](=[O:49])([N:50]([CH3:51])[CH3:52])[N:53]([CH3:54])[CH3:55].[Cl:33][C:34]1=[C:43]([Cl:44])[C:41]([Cl:42])=[C:39]([Cl:40])[C:37](=[O:38])[C:35]1=[O:36].[N+:1](=[O:2])([O-:3])[c:4]1[c:5]([CH2:16][CH2:17][c:18]2[c:19]([N+:30](=[O:31])[O-:32])[cH:20][c:21]([N+:27](=[O:28])[O-:29])[cH:22][c:23]2[N+:24](=[O:25])[O-:26])[c:6]([N+:13](=[O:14])[O-:15])[cH:7][c:8]([N+:10](=[O:11])[O-:12])[cH:9]1.[OH2:56]>>[N+:1](=[O:2])([O-:3])[c:4]1[c:5]([CH:16]=[CH:17][c:18]2[c:19]([N+:30](=[O:31])[O-:32])[cH:20][c:21]([N+:27](=[O:28])[O-:29])[cH:22][c:23]2[N+:24](=[O:25])[O-:26])[c:6]([N+:13](=[O:14])[O-:15])[cH:7][c:8]([N+:10](=[O:11])[O-:12])[cH:9]1. Starting materials: FC1=C(C=CC(=C1)F)[C@]([C@@H](C)S[C@H]1CO[C@@H](OC1)/C=C/C=C/C1=C(C=C(C#N)C=C1)F)(CN1N=CN=C1)O (4-[(1E,3E)-4-[trans-5-[[(1R,2R)-2-(2,4-difluorophenyl)-2-hydroxy-1-methyl-3-(1H-1,2,4-triazol-1-yl)propyl]thio]-1,3-dioxan-2-yl]-1,3-butadienyl]-3-fluorobenzonitrile), [H-].[Na+] (sodium hydride), C(C=C)OP(=O)(OCC=C)OCC1=C(C(=O)Cl)C=CC=C1OC (2-[[bis(allyloxy)phosphoryl]oxymethyl]-3-methoxybenzoyl chloride). RXN SMILES: [F:1][C:2]1[CH:7]=[C:6]([F:8])[CH:5]=[CH:4][C:3]=1[C@@:9]([OH:38])([CH2:32][N:33]1[CH:37]=[N:36][CH:35]=[N:34]1)[C@H:10]([S:12][C@@H:13]1[CH2:18][O:17][C@@H:16](/[CH:19]=[CH:20]/[CH:21]=[CH:22]/[C:23]2[CH:30]=[CH:29][C:26]([C:27]#[N:28])=[CH:25][C:24]=2[F:31])[O:15][CH2:14]1)[CH3:11].[H-].[Na+].[CH2:41]([O:44][P:45]([O:51][CH2:52][C:53]1[C:61]([O:62][CH3:63])=[CH:60][CH:59]=[CH:58][C:54]=1[C:55](Cl)=[O:56])([O:47][CH2:48][CH:49]=[CH2:50])=[O:46])[CH:42]=[CH2:43]>O1CCCC1>[CH2:48]([O:47][P:45]([O:51][CH2:52][C:53]1[C:61]([O:62][CH3:63])=[CH:60][CH:59]=[CH:58][C:54]=1[C:55]([O:38][C@:9]([C:3]1[CH:4]=[CH:5][C:6]([F:8])=[CH:7][C:2]=1[F:1])([CH2:32][N:33]1[CH:37]=[N:36][CH:35]=[N:34]1)[C@H:10]([S:12][C@@H:13]1[CH2:18][O:17][C@@H:16](/[CH:19]=[CH:20]/[CH:21]=[CH:22]/[C:23]2[CH:30]=[CH:29][C:26]([C:27]#[N:28])=[CH:25][C:24]=2[F:31])[O:15][CH2:14]1)[CH3:11])=[O:56])([O:44][CH2:41][CH:42]=[CH2:43])=[O:46])[CH:49]=[CH2:50] |f:1.2|. Procedure details: According to a similar procedure to that described in Example 1-(12), 4-[(1E,3E)-4-[trans-5-[[(1R,2R)-2-(2,4-difluorophenyl)-2-hydroxy-1-methyl-3-(1H-1,2,4-triazol-1-yl)propyl]thio]-1,3-dioxan-2-yl]-1,3-butadienyl]-3-fluorobenzonitrile (542.6 mg, 1.00 mmol) described in Reference example 1, sodium hydride (55% dispersion in mineral oil; 52.4 mg, 1.20 mmol), and the crude 2-[[bis(allyloxy)phosphoryl]oxymethyl]-3-methoxybenzoyl chloride were reacted in tetrahydrofuran (7 ml), and the reaction mixt... Product: C(C=C)OP(=O)(OCC=C)OCC1=C(C(=O)O[C@@]([C@@H](C)S[C@H]2CO[C@@H](OC2)\C=C\C=C\C2=C(C=C(C=C2)C#N)F)(CN2N=CN=C2)C2=C(C=C(C=C2)F)F)C=CC=C1OC ((1R,2R)-2-[[trans-2-[(1E,3E)-4-(4-Cyano-2-fluorophenyl)-1,3-butadienyl]-1,3-dioxan-5-yl]thio]-1-(2,4-difluorophenyl)-1-[(1H-1,2,4-triazol-1-yl)methyl]propyl 2-[[bis(allyloxy)phosphoryl]oxymethyl]-3-methoxybenzoate). The yield is 49.0%. Run in O1CCCC1 (tetrahydrofuran). The reactants are C1CCOC1, CC(=O)OCCNC(=S)NC(Cc1cc(C)cc(C)c1)c1cccc2c1CCCC2, CCOC(C)=O, [Li+], [OH-], O. Product: Cc1cc(C)cc(CC(NC(=S)NCCO)c2cccc3c2CCCC3)c1. Reaction SMILES: [CH2:39]1[O:40][CH2:41][CH2:42][CH2:43]1.[CH3:1][c:2]1[cH:3][c:4]([CH2:9][CH:10]([c:11]2[cH:12][cH:13][cH:14][c:15]3[c:20]2[CH2:19][CH2:18][CH2:17][CH2:16]3)[NH:21][C:22]([NH:23][CH2:24][CH2:25][O:26][C:27](=[O:28])[CH3:29])=[S:30])[cH:5][c:6]([CH3:8])[cH:7]1.[CH3:33][CH2:34][O:35][C:36](=[O:37])[CH3:38].[Li+:31].[OH-:32].[OH2:44]>>[CH3:1][c:2]1[cH:3][c:4]([CH2:9][CH:10]([c:11]2[cH:12][cH:13][cH:14][c:15]3[c:20]2[CH2:19][CH2:18][CH2:17][CH2:16]3)[NH:21][C:22]([NH:23][CH2:24][CH2:25][OH:26])=[S:30])[cH:5][c:6]([CH3:8])[cH:7]1.